Dataset: the Open Reaction Database (ORD), a public repository of structured organic reaction records. Task: describe an organic reaction: reactants, conditions, products, and yield Reactants: [OH-].[Na+] (NaOH), C(C)C1(CCN(CC1)C1=NC=C(C=N1)C=1C=C(C2=C(N=C(S2)NC(NCC)=O)C1)COC)C(=O)OCC (Ethyl 4-ethyl-1-[5-[2-(ethylcarbamoylamino)-7-(methoxymethyl)-1,3-benzothiazol-5-yl]pyrimidin-2-yl]piperidine-4-carboxylate), [OH-].[Na+] (NaOH). Run in O (water), CCO (EtOH). Reaction conditions: temperature 100 celsius, time 1.5 hour. The product is C(C)C1(CCN(CC1)C1=NC=C(C=N1)C=1C=C(C2=C(N=C(S2)NC(NCC)=O)C1)COC)C(=O)O (4-Ethyl-1-[5-[2-(ethylcarbamoylamino)-7-(methoxymethyl)-1,3-benzothiazol-5-yl]pyrimidin-2-yl]piperidine-4-carboxylic acid). Yield: 64.5%. Reaction SMILES: [CH2:1]([C:3]1([C:33]([O:35]CC)=[O:34])[CH2:8][CH2:7][N:6]([C:9]2[N:14]=[CH:13][C:12]([C:15]3[CH:16]=[C:17]([CH2:30][O:31][CH3:32])[C:18]4[S:22][C:21]([NH:23][C:24](=[O:28])[NH:25][CH2:26][CH3:27])=[N:20][C:19]=4[CH:29]=3)=[CH:11][N:10]=2)[CH2:5][CH2:4]1)[CH3:2].[OH-].[Na+]>CCO.O>[CH2:1]([C:3]1([C:33]([OH:35])=[O:34])[CH2:8][CH2:7][N:6]([C:9]2[N:10]=[CH:11][C:12]([C:15]3[CH:16]=[C:17]([CH2:30][O:31][CH3:32])[C:18]4[S:22][C:21]([NH:23][C:24](=[O:28])[NH:25][CH2:26][CH3:27])=[N:20][C:19]=4[CH:29]=3)=[CH:13][N:14]=2)[CH2:5][CH2:4]1)[CH3:2] |f:1.2|. Reported procedure: Ethyl 4-ethyl-1-[5-[2-(ethylcarbamoylamino)-7-(methoxymethyl)-1,3-benzothiazol-5-yl]pyrimidin-2-yl]piperidine-4-carboxylate (23 mg, 0.042 mmol) was dissolved in EtOH (1 mL) and 2M aqueous NaOH (330 μL, 0.66 mmol) added. The reaction mixture was stirred at 70° C. for 15 mins before additional 2M NaOH (670 μL, 1.34 mmol) was added and the reaction continued for 1.5 h then temperature increased to 100° C. and reaction continued for 4 h after which time the reaction was allowed to cool to rt overnig... The reactants are C(C1=CN=CC=C1)(=O)N=[N+]=[N-] (nicotinoyl azide), [N+](=O)([O-])C=1C=C2CCNC2=CC1 (5-nitroindoline), NC(=O)N (urea), Cl (HCl). Run in CCOCC (ether). Product: Cl.[N+](=O)([O-])C=1C=C2CCN(C2=CC1)C(NC=1C=NC=CC1)=O (5-Nitro-1-(3-pyridylcarbamoyl)indoline Hydrochloride). Isolated yield 76.0%. Reaction SMILES: C(N=[N+]=[N-])(=O)[C:2]1[CH:7]=[CH:6][CH:5]=[N:4][CH:3]=1.[N+:12]([C:15]1[CH:16]=[C:17]2[C:21](=[CH:22][CH:23]=1)[NH:20][CH2:19][CH2:18]2)([O-:14])=[O:13].[NH2:24][C:25](N)=[O:26].[ClH:28]>CCOCC>[ClH:28].[N+:12]([C:15]1[CH:16]=[C:17]2[C:21](=[CH:22][CH:23]=1)[N:20]([C:25](=[O:26])[NH:24][C:2]1[CH:3]=[N:4][CH:5]=[CH:6][CH:7]=1)[CH2:19][CH2:18]2)([O-:14])=[O:13] |f:5.6|. Reported procedure: This material was prepared from nicotinoyl azide (0.43 g, 2.9 mmol) and 5-nitroindoline (0.38 g, 2.3 mmol), and conversion of the precipitated urea to the salt using excess HCl in ether, following the procedure of Example 2. This gave the title compound (0.64 g, 76%) as a light yellow powder, m.p. 244°-7° C. (dec.). Starting materials: CCNC(=O)Nc1ccc(-c2nc3c(c(N4CCOCC4C)n2)CNCC3)cc1, COCCOCC(=O)Cl. Yields the product CCNC(=O)Nc1ccc(-c2nc3c(c(N4CCOCC4C)n2)CN(C(=O)COCCOC)CC3)cc1. Reaction SMILES: [CH2:1]([CH3:2])[NH:3][C:4](=[O:5])[NH:6][c:7]1[cH:8][cH:9][c:10](-[c:13]2[n:14][c:15]([N:23]3[CH:24]([CH3:29])[CH2:25][O:26][CH2:27][CH2:28]3)[c:16]3[c:17]([n:18]2)[CH2:19][CH2:20][NH:21][CH2:22]3)[cH:11][cH:12]1.[CH3:30][O:31][CH2:32][CH2:33][O:34][CH2:35][C:36](=[O:37])[Cl:38]>>[CH2:1]([CH3:2])[NH:3][C:4](=[O:5])[NH:6][c:7]1[cH:8][cH:9][c:10](-[c:13]2[n:14][c:15]([N:23]3[CH:24]([CH3:29])[CH2:25][O:26][CH2:27][CH2:28]3)[c:16]3[c:17]([n:18]2)[CH2:19][CH2:20][N:21]([C:36]([CH2:35][O:34][CH2:33][CH2:32][O:31][CH3:30])=[O:37])[CH2:22]3)[cH:11][cH:12]1. Reactants: O (Water), C(CC=C)O (3-buten-1-ol), [H-].[Na+] (sodium hydride), ClC1=NSN=C1C=1C=NC=CC1 (3-(3-chloro-1,2,5-thiadiazol-4-yl)pyridine). The solvent is O1CCCC1 (tetrahydrofuran), O1CCCC1 (tetrahydrofuran). Run at time 1 hour. Yields the product C(CC=C)OC1=NSN=C1C=1C=NC=CC1 (3-(3-(3-Butenyloxy)-1,2,5-thiadiazol-4-yl)pyridine). Isolated yield 111.4%. RXN SMILES: [CH2:1]([OH:5])[CH2:2][CH:3]=[CH2:4].[H-].[Na+].Cl[C:9]1[C:13]([C:14]2[CH:15]=[N:16][CH:17]=[CH:18][CH:19]=2)=[N:12][S:11][N:10]=1.O>O1CCCC1>[CH2:1]([O:5][C:9]1[C:13]([C:14]2[CH:15]=[N:16][CH:17]=[CH:18][CH:19]=2)=[N:12][S:11][N:10]=1)[CH2:2][CH:3]=[CH2:4] |f:1.2|. Reported procedure: To a solution of 3-buten-1-ol (540 mg, 7.5 mmol) and sodium hydride (180 mg, 7.5 mmol) in dry tetrahydrofuran was added a solution of 3-(3-chloro-1,2,5-thiadiazol-4-yl)pyridine (490 mg, 2.5 mmol) in dry tetrahydrofuran. The reaction mixture was stirred at room temperature for 1 h. Water was added and the mixture was extracted with ether. The ether phase was dried and evaporated to yield 650 mg of the title compound. Starting materials: CN(CC1=CNC2=CC=C(C=C12)[N+](=O)[O-])C (N,N-dimethyl-5-nitro-1H-indole-3-methanamine), N1C=NC=C1 (imidazole). Solvent: C=1(C(=CC=CC1)C)C (xylene). Yields the product N1(C=NC=C1)CC1=CNC2=CC=C(C=C12)[N+](=O)[O-] (3-(1H-Imidazol-1-ylmethyl)-5-nitro-1H-indole). Yield: 93.5%. Reaction SMILES: [CH3:1][N:2]([CH3:16])[CH2:3][C:4]1[C:12]2[C:7](=[CH:8][CH:9]=[C:10]([N+:13]([O-:15])=[O:14])[CH:11]=2)[NH:6][CH:5]=1.[NH:17]1C=CN=[CH:18]1>C1(C)C(C)=CC=CC=1>[N:2]1([CH2:3][C:4]2[C:12]3[C:7](=[CH:8][CH:9]=[C:10]([N+:13]([O-:15])=[O:14])[CH:11]=3)[NH:6][CH:5]=2)[CH:16]=[CH:18][N:17]=[CH:1]1. Procedure details: A mixture of N,N-dimethyl-5-nitro-1H-indole-3-methanamine (J.Med, Chem, 9, 140,(1966)) (9.10 g) and imidazole (2.96 g) in xylene (120 ml) was heated under reflux for 2.5 hours and then cooled. The solid was filtered off, washed with ether and dried to give the title compound (9.40 g), m.p. 230°-232° C. (from ethyl acetate/methanol). Found: C,59.85; H,4.39; N,22.80. C12H10N4O2 requires: C,59.50; H,4.16; N,23.13%. The reactants are CCC1=C2C=C3C(=C(C(=N3)C(=C4[C@H]([C@@H](C(=N4)C=C5C(=C(C(=CC(=C1C)N2)N5)C=C)C)C)CCC(=O)OC)C=O)C(=O)OC)C (Purpurin 5 dimethyl ester), Cl (hydrochloric acid). The solvent is CC(=O)C (acetone). Reaction conditions: temperature 25 celsius, time 2 hour. Product: CCC1=C2C=C3C(=C(C(=N3)C(=C4[C@H]([C@@H](C(=N4)C=C5C(=C(C(=CC(=C1C)N2)N5)C=C)C)C)CCC(=O)O)C=O)C(=O)O)C (purpurin 5). As a reaction SMILES: [CH3:1][CH2:2][C:3]1[C:24]([CH3:25])=[C:23]2[NH:26][C:4]=1[CH:5]=[C:6]1[N:10]=[C:9]([C:11]([CH:38]=[O:39])=[C:12]3[N:16]=[C:15]([CH:17]=[C:18]4[NH:27][C:21](=[CH:22]2)[C:20]([CH:28]=[CH2:29])=[C:19]4[CH3:30])[C@@H:14]([CH3:31])[C@@H:13]3[CH2:32][CH2:33][C:34]([O:36]C)=[O:35])[C:8]([C:40]([O:42]C)=[O:41])=[C:7]1[CH3:44].Cl>CC(C)=O>[CH3:1][CH2:2][C:3]1[C:24]([CH3:25])=[C:23]2[NH:26][C:4]=1[CH:5]=[C:6]1[N:10]=[C:9]([C:11]([CH:38]=[O:39])=[C:12]3[N:16]=[C:15]([CH:17]=[C:18]4[NH:27][C:21](=[CH:22]2)[C:20]([CH:28]=[CH2:29])=[C:19]4[CH3:30])[C@@H:14]([CH3:31])[C@@H:13]3[CH2:32][CH2:33][C:34]([OH:36])=[O:35])[C:8]([C:40]([OH:42])=[O:41])=[C:7]1[CH3:44]. Procedure: Purpurin 5 dimethyl ester is dissolved in acetone and concentrated hydrochloric acid (37%) is added in the ratio 1:2. The mixture is stirred for 2 hours at 25° C., neutralised, purpurin 5 is filtered out, washed with water, dissolved in 10 % N-methyl-D-glucamine solution and gel filtrated on a Sephadex G10 column with the use of 1% N-methyl-D-glucamine solution as an eluent, the second fraction is collected, neutralised, a precipitate is filtered out, washed with water, dried over phosphorus pen... Reactants: F[B-](F)(F)F, CNC, CCN(C(C)C)C(C)C, Nc1ncc(-c2cnn(C3CNC(C(=O)O)C3)c2)cc1-c1nc2ccccc2s1, CN(C)C=O, CN(C)C(On1nnc2ccccc21)=[N+](C)C. Product: CN(C)C(=O)C1CC(n2cc(-c3cnc(N)c(-c4nc5ccccc5s4)c3)cn2)CN1. As a reaction SMILES: [B-:33]([F:34])([F:35])([F:36])[F:37].[CH3:30][NH:31][CH3:32].[CH:55]([N:56]([CH2:57][CH3:58])[CH:59]([CH3:60])[CH3:61])([CH3:62])[CH3:63].[NH2:1][c:2]1[c:3](-[c:21]2[s:22][c:23]3[c:24]([n:25]2)[cH:26][cH:27][cH:28][cH:29]3)[cH:4][c:5](-[c:8]2[cH:9][n:10][n:11]([CH:13]3[CH2:14][CH:15]([C:18](=[O:19])[OH:20])[NH:16][CH2:17]3)[cH:12]2)[cH:6][n:7]1.[O:64]=[CH:65][N:66]([CH3:67])[CH3:68].[n:38]1([O:39][C:40]([N:41]([CH3:42])[CH3:43])=[N+:44]([CH3:45])[CH3:46])[c:47]2[cH:48][cH:49][cH:50][cH:51][c:52]2[n:53][n:54]1>>[NH2:1][c:2]1[c:3](-[c:21]2[s:22][c:23]3[c:24]([n:25]2)[cH:26][cH:27][cH:28][cH:29]3)[cH:4][c:5](-[c:8]2[cH:9][n:10][n:11]([CH:13]3[CH2:14][CH:15]([C:18](=[O:20])[N:31]([CH3:30])[CH3:32])[NH:16][CH2:17]3)[cH:12]2)[cH:6][n:7]1. The reactants are NOCc1ccc(Br)c(O)c1, O=C([O-])O, CCO, O=CNc1nc(C(=O)C(=O)O)cs1, [Na+], O, O=P(O)(O)O. Product: O=CNc1nc(C(=NOCc2ccc(Br)c(O)c2)C(=O)O)cs1. RXN SMILES: [Br:6][c:7]1[c:8]([OH:16])[cH:9][c:10]([CH2:11][O:12][NH2:13])[cH:14][cH:15]1.[C:17](=[O:18])([OH:19])[O-:20].[CH3:36][CH2:37][OH:38].[CH:22](=[O:23])[NH:24][c:25]1[s:26][cH:27][c:28]([C:30]([C:31](=[O:32])[OH:33])=[O:34])[n:29]1.[Na+:21].[OH2:35].[P:1]([OH:2])([OH:3])([OH:4])=[O:5]>>[Br:6][c:7]1[c:8]([OH:16])[cH:9][c:10]([CH2:11][O:12][N:13]=[C:30]([c:28]2[cH:27][s:26][c:25]([NH:24][CH:22]=[O:23])[n:29]2)[C:31](=[O:32])[OH:33])[cH:14][cH:15]1. The solvent is CN(C)C=O (DMF), C(Cl)Cl (DCM). The product is [N+](=O)([O-])C1=CC=C(C=C1)N1CCN(CCC1)C (1-(4-nitrophenyl)-4-methylhomopiperazine). RXN SMILES: F[C:2]1[CH:7]=[CH:6][C:5]([N+:8]([O-:10])=[O:9])=[CH:4][CH:3]=1.[CH3:11][N:12]1[CH2:18][CH2:17][CH2:16][NH:15][CH2:14][CH2:13]1.C([O-])([O-])=O.[Cs+].[Cs+]>CN(C=O)C.C(Cl)Cl>[N+:8]([C:5]1[CH:6]=[CH:7][C:2]([N:15]2[CH2:16][CH2:17][CH2:18][N:12]([CH3:11])[CH2:13][CH2:14]2)=[CH:3][CH:4]=1)([O-:10])=[O:9] |f:2.3.4|. Procedure: The mixture of 1 -fluoro-4-nitrobenzene (880 mg, 6.2 mmol), 1-methylhomopiperazine (2.3 mL, 18.6 mmol), Cs2CO3 (6.1 g, 18.6 mmol) in 20 mL DMF was stirred at 100° C. for 1.5 hr. It was diluted with DCM, filtered to remove the inorganic salts, washed with water, dried, evaporated in vacuuo to afford 1-(4-nitrophenyl)-4-methylhomopiperazine in quantitative yield. ES-MS: (M+H)+236. Starting materials: FC1=CC=C(C=C1)[N+](=O)[O-] (1 -fluoro-4-nitrobenzene), CN1CCNCCC1 (1-methylhomopiperazine), C(=O)([O-])[O-].[Cs+].[Cs+] (Cs2CO3). Run at temperature 100 celsius, time 1.5 hour.